From a dataset of the Open Reaction Database (ORD), a public repository of structured organic reaction records. describe an organic reaction: reactants, conditions, products, and yield The reactants are BrC=1C=C(C=C(C1)Br)/C=C/C(=O)OCC ((E)-ethyl 3-(3,5-dibromophenyl)-acrylate), C(C)(C)(C)C1=CC=C(C=C1)B(O)O (4-tert-butylphenylboronic acid). Yields the product C(C)(C)(C)C1=CC=C(C=C1)C1=CC(=CC(=C1)/C=C/C(=O)OCC)C1=CC=C(C=C1)C(C)(C)C ((E)-ethyl 3-(4,4″-di-tert-butyl-[1,1′;3′,1″]terphenyl-5′-yl)-acrylate). As a reaction SMILES: Br[C:2]1[CH:3]=[C:4](/[CH:9]=[CH:10]/[C:11]([O:13][CH2:14][CH3:15])=[O:12])[CH:5]=[C:6](Br)[CH:7]=1.[C:16]([C:20]1[CH:25]=[CH:24][C:23](B(O)O)=[CH:22][CH:21]=1)([CH3:19])([CH3:18])[CH3:17]>>[C:16]([C:20]1[CH:25]=[CH:24][C:23]([C:2]2[CH:3]=[C:4](/[CH:9]=[CH:10]/[C:11]([O:13][CH2:14][CH3:15])=[O:12])[CH:5]=[C:6]([C:23]3[CH:24]=[CH:25][C:20]([C:16]([CH3:19])([CH3:18])[CH3:17])=[CH:21][CH:22]=3)[CH:7]=2)=[CH:22][CH:21]=1)([CH3:19])([CH3:18])[CH3:17]. Procedure details: The colourless glass, (E)-ethyl 3-(4,4″-di-tert-butyl-[1,1′;3′,1″]terphenyl-5′-yl)-acrylate was prepared from (E)-ethyl 3-(3,5-dibromophenyl)-acrylate (example 109a) and 4-tert-butylphenylboronic acid by a procedure analogous to that described in example 52a. Starting materials: crude compound, FC(C(=O)O)(F)F.C(C)N(CCCNC=1N=C(C2=C(N1)N(C(C=C2)=O)C2=C(C=CC=C2F)F)C=2C=C(C(=O)OC(C)(C)C)C=C(C2C)F)CC (1,1-dimethylethyl 3-[2-{[3-(diethylamino)-propyl]amino}-8-(2,6-difluorophenyl)-7-oxo-7,8-dihydropyrido[2,3-d]pyrimidin-4-yl]-5-fluoro-4-methylbenzoate trifluoroacetate), ClCCl (dichloromethane), C(=O)(C(F)(F)F)O (TFA), C(C)[SiH](CC)CC (triethylsilane). Conditions: time 8 hour. Yields the product FC(C(=O)O)(F)F.C(C)N(CCCNC=1N=C(C2=C(N1)N(C(C=C2)=O)C2=C(C=CC=C2F)F)C=2C=C(C(=O)O)C=C(C2C)F)CC (3-[2-{[3-(diethylamino)propyl]amino}-8-(2,6-difluorophenyl)-7-oxo-7,8-dihydropyrido[2,3-d]pyrimidin-4-yl]-5-fluoro-4-methylbenzoic acid trifluoroacetate). Isolated yield 40.0%. As a reaction SMILES: [F:1][C:2]([F:7])([F:6])[C:3]([OH:5])=[O:4].[CH2:8]([N:10]([CH2:49][CH3:50])[CH2:11][CH2:12][CH2:13][NH:14][C:15]1[N:16]=[C:17]([C:34]2[CH:35]=[C:36]([CH:44]=[C:45]([F:48])[C:46]=2[CH3:47])[C:37]([O:39]C(C)(C)C)=[O:38])[C:18]2[CH:24]=[CH:23][C:22](=[O:25])[N:21]([C:26]3[C:31]([F:32])=[CH:30][CH:29]=[CH:28][C:27]=3[F:33])[C:19]=2[N:20]=1)[CH3:9].ClCCl.C(O)(C(F)(F)F)=O.C([SiH](CC)CC)C>>[F:1][C:2]([F:7])([F:6])[C:3]([OH:5])=[O:4].[CH2:49]([N:10]([CH2:8][CH3:9])[CH2:11][CH2:12][CH2:13][NH:14][C:15]1[N:16]=[C:17]([C:34]2[CH:35]=[C:36]([CH:44]=[C:45]([F:48])[C:46]=2[CH3:47])[C:37]([OH:39])=[O:38])[C:18]2[CH:24]=[CH:23][C:22](=[O:25])[N:21]([C:26]3[C:27]([F:33])=[CH:28][CH:29]=[CH:30][C:31]=3[F:32])[C:19]=2[N:20]=1)[CH3:50] |f:0.1,5.6|. Procedure: To the crude compound 1,1-dimethylethyl 3-[2-{[3-(diethylamino)-propyl]amino}-8-(2,6-difluorophenyl)-7-oxo-7,8-dihydropyrido[2,3-d]pyrimidin-4-yl]-5-fluoro-4-methylbenzoate trifluoroacetate in dichloromethane (1.5 mL, 23.3 mmol) were added TFA (0.703 mL, 9.5 mmol) and triethylsilane (0.281 mL, 1.82 mmol). The mixture was stirred at rt overnight. Separation by HPLC with TFA afforded the title compound (301 mg, 40%, 2 steps yield). LC-MS m/z 540 (M+H)+. As a reaction SMILES: Cl.[CH3:2][O:3][C:4]1[CH:5]=[C:6]([C:12]2[C:13]([CH3:25])([CH3:24])[C:14](=[O:23])[N:15]([CH:17]3[CH2:22][CH2:21][NH:20][CH2:19][CH2:18]3)[N:16]=2)[CH:7]=[CH:8][C:9]=1[O:10][CH3:11].[C:26]([O:29][C:30]1[CH:31]=[C:32]([CH:36]=[CH:37][CH:38]=1)[C:33](O)=[O:34])(=[O:28])[CH3:27].C1CCC(N=C=NC2CCCCC2)CC1>C(Cl)Cl>[C:26]([O:29][C:30]1[CH:38]=[CH:37][CH:36]=[C:32]([C:33]([N:20]2[CH2:21][CH2:22][CH:17]([N:15]3[C:14](=[O:23])[C:13]([CH3:25])([CH3:24])[C:12]([C:6]4[CH:7]=[CH:8][C:9]([O:10][CH3:11])=[C:4]([O:3][CH3:2])[CH:5]=4)=[N:16]3)[CH2:18][CH2:19]2)=[O:34])[CH:31]=1)(=[O:28])[CH3:27] |f:0.1|. Procedure details: A mixture of 10 g 5-(3,4-dimethoxyphenyl)-4,4-dimethyl-2-(piperidin-4-yl)-2,4-dihydro-3H-pyrazol-3-one (compound B1), 8 g of 3-(acetyloxy)benzoic acid and 7 g of DCC in 150 ml of DCM is stirred for 2 h until the reaction is complete according to TLC analysis. The reaction mixture is quenched with water, the phases are separated and the organic phase is washed with water again. The organic phase is dried over MgSO4, and the solvent is removed under reduced pressure resulting in a crude product, w... Solvent: C(Cl)Cl (DCM). Reaction conditions: time 2 hour. Reactants: Cl.COC=1C=C(C=CC1OC)C=1C(C(N(N1)C1CCNCC1)=O)(C)C (5-(3,4-dimethoxyphenyl)-4,4-dimethyl-2-(piperidin-4-yl)-2,4-dihydro-3H-pyrazol-3-one hydrochloride), Cl.COC=1C=C(C=CC1OC)C=1C(C(N(N1)C1CCNCC1)=O)(C)C (5-(3,4-dimethoxyphenyl)-4,4-dimethyl-2-(piperidin-4-yl)-2,4-dihydro-3H-pyrazol-3-one hydrochloride), C(C)(=O)OC=1C=C(C(=O)O)C=CC1 (3-(acetyloxy)benzoic acid), C1CCC(CC1)N=C=NC2CCCCC2 (DCC). Product: C(C)(=O)OC1=CC(=CC=C1)C(=O)N1CCC(CC1)N1N=C(C(C1=O)(C)C)C1=CC(=C(C=C1)OC)OC (3-({4-[3-(3,4-Dimethoxyphenyl)-4,4-dimethyl-5-oxo-4,5-dihydro-1H-pyrazol-1-yl]piperidin-1-yl}carbonyl)phenyl acetate). Reactants: C1(=CC=C(C=C1)COC1=CC=C(C=C1)CC(=O)NCCNC(OC(C)(C)C)=O)C1=CC=CC=C1 (tert-butyl 2-(((4-([1,1′-biphenyl]-4-ylmethoxy)phenyl)acetyl)amino)ethylcarbamate), Cl.C(C)(=O)OCC (hydrochloric acid ethyl acetate). Run in C(C)(=O)O (acetic acid). Run at time 2 hour. The product is Cl.NCCNC(CC1=CC=C(C=C1)OCC1=CC=C(C=C1)C1=CC=CC=C1)=O (N-(2-Aminoethyl)-2-(4-([1,1′-biphenyl]-4-ylmethoxy)phenyl)acetamide Hydrochloride). Reaction SMILES: [C:1]1([C:29]2[CH:34]=[CH:33][CH:32]=[CH:31][CH:30]=2)[CH:6]=[CH:5][C:4]([CH2:7][O:8][C:9]2[CH:14]=[CH:13][C:12]([CH2:15][C:16]([NH:18][CH2:19][CH2:20][NH:21]C(=O)OC(C)(C)C)=[O:17])=[CH:11][CH:10]=2)=[CH:3][CH:2]=1.[ClH:35].C(OCC)(=O)C>C(O)(=O)C>[ClH:35].[NH2:21][CH2:20][CH2:19][NH:18][C:16](=[O:17])[CH2:15][C:12]1[CH:13]=[CH:14][C:9]([O:8][CH2:7][C:4]2[CH:3]=[CH:2][C:1]([C:29]3[CH:30]=[CH:31][CH:32]=[CH:33][CH:34]=3)=[CH:6][CH:5]=2)=[CH:10][CH:11]=1 |f:1.2,4.5|. Procedure: To a solution of tert-butyl 2-(((4-([1,1′-biphenyl]-4-ylmethoxy)phenyl)acetyl)amino)ethylcarbamate (1.5 g) in acetic acid (100 ml) was added 4N hydrochloric acid/ethyl acetate (4 ml) at room temperature. After stirring at room temperature for 2 hr, the precipitate was collected by filtration, which was washed with ethyl ether and dried to obtain the titled compound (0.9 g). Reactants: ONC(=O)C1=CC2=C(S1)C=C(C=C2)CN(CC2=CC=CC=C2)C(C)=O (6-[(acetyl-benzyl-amino)-methyl]-benzo[b]thiophene-2-carboxylic acid hydroxyamide), CS(=O)(=O)Cl (Methanesulfonyl chloride). The product is ONC(=O)C1=CC2=C(S1)C=C(C=C2)CN(S(=O)(=O)C)CC2=CC=CC=C2 (6-[(Benzyl-methanesulfonyl-amino)-methyl]-benzo[b]thiophene-2-carboxylic acid hydroxyamide). Reaction SMILES: [OH:1][NH:2][C:3]([C:5]1[S:9][C:8]2[CH:10]=[C:11]([CH2:14][N:15](C(=O)C)[CH2:16][C:17]3[CH:22]=[CH:21][CH:20]=[CH:19][CH:18]=3)[CH:12]=[CH:13][C:7]=2[CH:6]=1)=[O:4].[CH3:26][S:27](Cl)(=[O:29])=[O:28]>>[OH:1][NH:2][C:3]([C:5]1[S:9][C:8]2[CH:10]=[C:11]([CH2:14][N:15]([CH2:16][C:17]3[CH:22]=[CH:21][CH:20]=[CH:19][CH:18]=3)[S:27]([CH3:26])(=[O:29])=[O:28])[CH:12]=[CH:13][C:7]=2[CH:6]=1)=[O:4]. Reported procedure: The title compound was prepared in procedures similar to those described for the preparation of 6-[(acetyl-benzyl-amino)-methyl]-benzo[b]thiophene-2-carboxylic acid hydroxyamide. Methanesulfonyl chloride was used instead of acetic anhydride for the preparation of this title compound. 1H NMR (DMSO-d6, 200 MHz) δ 11.46 (brs, 1H), 9.29 (brs, 1H), 7.90-7.76 (m, 3H), 7.36-7.16 (m, 6H), 4.43 (s, 2H), 4.33 (s, 2H), 2.99 (s, 3H). MS (EI): cal'd 389.1 (M−H−), exp 389.2 (M−H−). Reactants: ClC1=CC(=CC=C1)C(=O)OO (m-chloroperbenzoic acid), S1C(=CC=C1)CC(=O)NC1[C@@H]2N(C(C(=C(S2)C)COC(C)=O)C(=O)OC(C2=CC=CC=C2)C2=CC=CC=C2)C1=O (diphenylmethyl 7-(2-thienylacetamido)-2-methyl-3-acetoxymethylceph-2-em-4-carboxylate). The solvent is C(Cl)Cl (CH2Cl2), C(Cl)Cl (CH2Cl2). Reaction conditions: time 30 minute. Yields the product S1C(=CC=C1)CC(=O)NC1[C@@H]2N(C(=C(C(S2=O)C)COC(C)=O)C(=O)OC(C2=CC=CC=C2)C2=CC=CC=C2)C1=O (Diphenylmethyl 7-(2-thienylacetamido)-2-methyl-3-acetoxymethylceph-3-em-4-carboxylate 1-oxide). Yield: 83.5%. RXN SMILES: ClC1C=CC=C(C(OO)=[O:9])C=1.[S:12]1[CH:16]=[CH:15][CH:14]=[C:13]1[CH2:17][C:18]([NH:20][CH:21]1[C:50](=[O:51])[N:23]2[CH:24]([C:34]([O:36][CH:37]([C:44]3[CH:49]=[CH:48][CH:47]=[CH:46][CH:45]=3)[C:38]3[CH:43]=[CH:42][CH:41]=[CH:40][CH:39]=3)=[O:35])[C:25]([CH2:29][O:30][C:31](=[O:33])[CH3:32])=[C:26]([CH3:28])[S:27][C@H:22]12)=[O:19]>C(Cl)Cl>[S:12]1[CH:16]=[CH:15][CH:14]=[C:13]1[CH2:17][C:18]([NH:20][CH:21]1[C:50](=[O:51])[N:23]2[C:24]([C:34]([O:36][CH:37]([C:38]3[CH:39]=[CH:40][CH:41]=[CH:42][CH:43]=3)[C:44]3[CH:49]=[CH:48][CH:47]=[CH:46][CH:45]=3)=[O:35])=[C:25]([CH2:29][O:30][C:31](=[O:33])[CH3:32])[CH:26]([CH3:28])[S:27](=[O:9])[C@H:22]12)=[O:19]. Reported procedure: A solution of 13.7 g of m-chloroperbenzoic acid in 50 ml of CH2Cl2 was added to a solution of 37.3 g of diphenylmethyl 7-(2-thienylacetamido)-2-methyl-3-acetoxymethylceph-2-em-4-carboxylate in 300 ml of CH2Cl2 at -20° C., and the mixture was stirred at the same temperature for 30 minutes. The reaction solution was washed with 5% aqueous NaHCO3 and saturated aqueous NaCl solutions, and dried over MgSO4, followed by distilling off the solvent under reduced pressure. AcOEt.Et2O (1:3) was added to t... Procedure: Using an analogous procedure to that described in Example 68, 7-[4-(2,2,4-trimethyl-1,3-dioxolan-4-yl)thien-2-ylthio]chroman-4-one was reacted with hydroxylamine hydrochloride to give (E)-7-[4-(2,2,4-trimethyl-1,3-dioxolan-4-yl)thien-2-ylthio]chroman-4-one oxime in 65% yield as a gum. Yield: 65.0%. The reactants are CC1(OCC(O1)(C)C=1C=C(SC1)SC1=CC=C2C(CCOC2=C1)=O)C (7-[4-(2,2,4-trimethyl-1,3-dioxolan-4-yl)thien-2-ylthio]chroman-4-one), Cl.NO (hydroxylamine hydrochloride). Product: CC1(OCC(O1)(C)C=1C=C(SC1)SC1=CC=C2/C(/CCOC2=C1)=N/O)C ((E)-7-[4-(2,2,4-trimethyl-1,3-dioxolan-4-yl)thien-2-ylthio]chroman-4-one oxime). As a reaction SMILES: [CH3:1][C:2]1([CH3:25])[O:6][C:5]([C:8]2[CH:9]=[C:10]([S:13][C:14]3[CH:23]=[C:22]4[C:17]([C:18](=O)[CH2:19][CH2:20][O:21]4)=[CH:16][CH:15]=3)[S:11][CH:12]=2)([CH3:7])[CH2:4][O:3]1.Cl.[NH2:27][OH:28]>>[CH3:1][C:2]1([CH3:25])[O:6][C:5]([C:8]2[CH:9]=[C:10]([S:13][C:14]3[CH:23]=[C:22]4[C:17](/[C:18](=[N:27]/[OH:28])/[CH2:19][CH2:20][O:21]4)=[CH:16][CH:15]=3)[S:11][CH:12]=2)([CH3:7])[CH2:4][O:3]1 |f:1.2|. Procedure: To a solution of 2-(tert-butyloxycarbonylaminomethyl)-5-chlorobenzylamine from the previous step (0.14 mmol, 37 mg), EDC (0.21 mmol, 40 mg), and Boc-D-Phe-L-Pro-OH (0.14 mmol, 50 mg), in 0.5 mL dimethylformamide, was added HOAT (0.15 mmol, 21 mg). The solution was stirred overnight and purified by preparative reverse phase HPLC using an acetonitrile:water gradient containing 0.1% TFA to give N-(tert-buyloxycarbonyl)-D-phenylalanyl-N-(2-(tert-butyloxycarbonylaminomethyl)-5-chlorobenzyl)-L-prolina... Run in CN(C=O)C (dimethylformamide). Product: C(C)(C)(C)OC(=O)N[C@H](CC1=CC=CC=C1)C(=O)N1[C@H](C(=O)NCC2=C(C=CC(=C2)Cl)CNC(=O)OC(C)(C)C)CCC1 (N-(tert-buyloxycarbonyl)-D-phenylalanyl-N-(2-(tert-butyloxycarbonylaminomethyl)-5-chlorobenzyl)-L-prolinamide). Reaction conditions: time 8 hour. Starting materials: C(C)(C)(C)OC(=O)NCC1=C(CN)C=C(C=C1)Cl (2-(tert-butyloxycarbonylaminomethyl)-5-chlorobenzylamine), C(CCl)Cl (EDC), N([C@H](CC1=CC=CC=C1)C(=O)N1[C@H](C(=O)O)CCC1)C(=O)OC(C)(C)C (Boc-D-Phe-L-Pro-OH), C1=CC2=C(N=C1)N(N=N2)O (HOAT). Reaction SMILES: [C:1]([O:5][C:6]([NH:8][CH2:9][C:10]1[CH:17]=[CH:16][C:15]([Cl:18])=[CH:14][C:11]=1[CH2:12][NH2:13])=[O:7])([CH3:4])([CH3:3])[CH3:2].C(Cl)CCl.[NH:23]([C:42]([O:44][C:45]([CH3:48])([CH3:47])[CH3:46])=[O:43])[C@@H:24]([C:32]([N:34]1[CH2:41][CH2:40][CH2:39][C@H:35]1[C:36](O)=[O:37])=[O:33])[CH2:25][C:26]1[CH:31]=[CH:30][CH:29]=[CH:28][CH:27]=1.C1C=NC2N(O)N=NC=2C=1>CN(C)C=O>[C:45]([O:44][C:42]([NH:23][C@@H:24]([C:32]([N:34]1[CH2:41][CH2:40][CH2:39][C@H:35]1[C:36]([NH:13][CH2:12][C:11]1[CH:14]=[C:15]([Cl:18])[CH:16]=[CH:17][C:10]=1[CH2:9][NH:8][C:6]([O:5][C:1]([CH3:4])([CH3:2])[CH3:3])=[O:7])=[O:37])=[O:33])[CH2:25][C:26]1[CH:31]=[CH:30][CH:29]=[CH:28][CH:27]=1)=[O:43])([CH3:48])([CH3:46])[CH3:47].